This data is from the Open Reaction Database (ORD), a public repository of structured organic reaction records. The task is: describe an organic reaction: reactants, conditions, products, and yield The reactants are C1CCOC1, Oc1ccc(Cl)c(Cl)c1, CCOC(=O)N=NC(=O)OCC, CC(C)(C)OC(=O)N1CCC(O)CC1, c1ccc(P(c2ccccc2)c2ccccc2)cc1. The product is CC(C)(C)OC(=O)N1CCC(Oc2ccc(Cl)c(Cl)c2)CC1. Reaction SMILES: [CH2:55]1[O:56][CH2:57][CH2:58][CH2:59]1.[Cl:32][c:33]1[cH:34][c:35]([OH:40])[cH:36][cH:37][c:38]1[Cl:39].[O:1]=[C:2]([O:3][CH2:4][CH3:5])[N:6]=[N:7][C:8]([O:9][CH2:10][CH3:11])=[O:12].[OH:41][CH:42]1[CH2:43][CH2:44][N:45]([C:48](=[O:49])[O:50][C:51]([CH3:52])([CH3:53])[CH3:54])[CH2:46][CH2:47]1.[c:13]1([P:14]([c:15]2[cH:16][cH:17][cH:18][cH:19][cH:20]2)[c:21]2[cH:22][cH:23][cH:24][cH:25][cH:26]2)[cH:27][cH:28][cH:29][cH:30][cH:31]1>>[Cl:32][c:33]1[cH:34][c:35]([O:40][CH:42]2[CH2:43][CH2:44][N:45]([C:48](=[O:49])[O:50][C:51]([CH3:52])([CH3:53])[CH3:54])[CH2:46][CH2:47]2)[cH:36][cH:37][c:38]1[Cl:39]. Starting materials: CO, N#Cc1ccnc(Cl)c1, NO. Product: NC(=NO)c1ccnc(Cl)c1. Reaction SMILES: [CH3:12][OH:13].[Cl:1][c:2]1[cH:3][c:4]([C:5]#[N:6])[cH:7][cH:8][n:9]1.[NH2:10][OH:11]>>[Cl:1][c:2]1[cH:3][c:4]([C:5]([NH2:6])=[N:10][OH:11])[cH:7][cH:8][n:9]1. The yield is 85.4%. Run in CS(=O)C (dimethylsulfoxide). RXN SMILES: [NH:1]1[C:9]2[C:4](=[C:5]([O:10][CH2:11][CH2:12]Cl)[CH:6]=[CH:7][CH:8]=2)[CH:3]=[CH:2]1.[F:14][C:15]1[CH:16]=[C:17]2[C:21](=[CH:22][CH:23]=1)[NH:20][C:19](NCCC)=[CH:18]2.O>CS(C)=O>[F:14][C:15]1[CH:16]=[C:17]2[C:21](=[CH:22][CH:23]=1)[NH:20][CH:19]=[C:18]2[CH2:4][CH2:3][CH2:2][NH:1][CH2:12][CH2:11][O:10][C:5]1[CH:6]=[CH:7][CH:8]=[C:9]2[C:4]=1[CH:3]=[CH:2][NH:1]2. Reaction conditions: temperature 90 celsius, time 12 hour. The reactants are N1C=CC2=C(C=CC=C12)OCCCl (2-(1H-indol4-yloxy)ethylchloride), FC=1C=C2C=C(NC2=CC1)NCCC (5-fluoro-indolyl-3-propylamine), O (water). Reported procedure: A solution of 2-(1H-indol4-yloxy)ethylchloride (0.7 g, 3.6 mmol), 5-fluoro-indolyl-3-propylamine (1.0 g, 5.4 mmol) in dimethylsulfoxide (20 ml) was allowed to stir for 12 hours at 90° C. The reaction mixture was poured into water (100 ml) and extracted with methylene chloride (3×100 ml). The organic layer was washed with water (3×150 ml), dried over anhydrous sodium sulfate, filtered and the solvent was removed under vacuum. Chromatography (5%-10% methanol-methylene chloride) afforded 0.54 g (43... Yields the product FC=1C=C2C(=CNC2=CC1)CCCNCCOC1=C2C=CNC2=CC=C1 ([3-(5-Fluoro-1H-indol-3-yl)propyl]-[2-(1 H-indol-4-yloxy)-ethyl]-amine). Reactants: ClC1=NC=NC(=C1)Cl (4,6-dichloropyrimidine), N1N=CC=C1 (pyrazole). The solvent is O1CCCC1 (tetrahydrofuran). The product is N1(N=CC=C1)C1=NC=CC(=N1)N1N=CC=C1 (2,4-bis(1-pyrazolyl)pyrimidine). Yield: 84.4%. As a reaction SMILES: Cl[C:2]1[CH:7]=[C:6](Cl)[N:5]=[CH:4][N:3]=1.[NH:9]1[CH:13]=[CH:12][CH:11]=[N:10]1>O1CCCC1>[N:9]1([C:4]2[N:5]=[C:6]([N:9]3[CH:13]=[CH:12][CH:11]=[N:10]3)[CH:7]=[CH:2][N:3]=2)[CH:13]=[CH:12][CH:11]=[N:10]1. Procedure details: In anhydrous tetrahydrofuran, 149 mg of 4,6-dichloropyrimidine was substituted with 136 mg of pyrazole. The reaction mixture was treated according to the procedure of Example 1 to yield 179 mg of 2,4-bis(1-pyrazolyl)pyrimidine, recrystallized from n-hexane, the compound had a melting point of 152°-153° C. Reactants: COC1=C(C=CC=C1)C1=C(SC2=C1N=C(N=C2)S(=O)(=O)C)C(=O)OC (methyl 7-(2-methoxyphenyl)-2-(methylsulfonyl)thieno[3,2-d]pyrimidine-6-carboxylate), CN1CCN(CC1)C1=CC(=C(C=C1)NC=O)OC(C)C (N-[4-(4-methylpiperazin-1-yl)-2-(propan-2-yloxy)phenyl]formamide), CC(C)(C)N=P(N1CCCC1)(N1CCCC1)N1CCCC1 (1-[N-(2-methylpropan-2-yl)-P,P-di(pyrrolidin-1-yl)phosphorimidoyl]pyrrolidine). The solvent is CN(C)C=O (DMF). Reaction conditions: time 16 hour. Yields the product C(=O)N(C=1N=CC2=C(N1)C(=C(S2)C(=O)OC)C2=C(C=CC=C2)OC)C2=C(C=C(C=C2)N2CCN(CC2)C)OC(C)C (methyl 2-{formyl[4-(4-methylpiperazin-1-yl)-2-(propan-2-yloxy)phenyl]amino}-7-(2-methoxyphenyl)thieno[3,2-d]pyrimidine-6-carboxylate). The yield is 82.7%. Reaction SMILES: [CH3:1][O:2][C:3]1[CH:8]=[CH:7][CH:6]=[CH:5][C:4]=1[C:9]1[C:13]2[N:14]=[C:15](S(C)(=O)=O)[N:16]=[CH:17][C:12]=2[S:11][C:10]=1[C:22]([O:24][CH3:25])=[O:23].[CH3:26][N:27]1[CH2:32][CH2:31][N:30]([C:33]2[CH:38]=[CH:37][C:36]([NH:39][CH:40]=[O:41])=[C:35]([O:42][CH:43]([CH3:45])[CH3:44])[CH:34]=2)[CH2:29][CH2:28]1.CC(N=P(N1CCCC1)(N1CCCC1)N1CCCC1)(C)C>CN(C=O)C>[CH:40]([N:39]([C:36]1[CH:37]=[CH:38][C:33]([N:30]2[CH2:29][CH2:28][N:27]([CH3:26])[CH2:32][CH2:31]2)=[CH:34][C:35]=1[O:42][CH:43]([CH3:45])[CH3:44])[C:15]1[N:16]=[CH:17][C:12]2[S:11][C:10]([C:22]([O:24][CH3:25])=[O:23])=[C:9]([C:4]3[CH:5]=[CH:6][CH:7]=[CH:8][C:3]=3[O:2][CH3:1])[C:13]=2[N:14]=1)=[O:41]. Reported procedure: A mixture of 1.80 g of methyl 7-(2-methoxyphenyl)-2-(methylsulfonyl)thieno[3,2-d]pyrimidine-6-carboxylate, 1.37 g of N-[4-(4-methylpiperazin-1-yl)-2-(propan-2-yloxy)phenyl]formamide and 4.44 g of 1-[N-(2-methylpropan-2-yl)-P,P-di(pyrrolidin-1-yl)phosphorimidoyl]pyrrolidine (BTPP) in 50 ml of anhydrous DMF is stirred at ambient temperature for 16 h. The mixture is then evaporated under vacuum at a temperature of 55° C., and the residue is diluted with ethyl acetate and water. The aqueous phase is... Reactants: [Si](C1=CC=CC=C1)(C1=CC=CC=C1)(C(C)(C)C)OC1=CC=CC2=C1CCCC(C2)CO ([1-(tert-butyldiphenylsilyloxy)-6,7,8,9-tetrahydro-5H-benzocyclohepten-6-yl]methanol), C1(=CC=CC=C1)N(C(=O)Cl)C1=CC=CC=C1 (diphenylcarbamoyl chloride), Cl (hydrochloric acid). Solvent: N1=CC=CC=C1 (pyridine). Conditions: temperature 100 celsius, time 48 hour. The product is C1(=CC=CC=C1)N(C(OCC1CC2=C(CCC1)C(=CC=C2)O[Si](C2=CC=CC=C2)(C2=CC=CC=C2)C(C)(C)C)=O)C2=CC=CC=C2 ([1-(tert-butyldiphenylsilyloxy)-6,7,8,9-tetrahydro-5H-benzocyclohepten-6-yl]methyl N,N-diphenylcarbamate). The yield is 90.4%. RXN SMILES: [Si:1]([O:18][C:19]1[C:24]2[CH2:25][CH2:26][CH2:27][CH:28]([CH2:30][OH:31])[CH2:29][C:23]=2[CH:22]=[CH:21][CH:20]=1)([C:14]([CH3:17])([CH3:16])[CH3:15])([C:8]1[CH:13]=[CH:12][CH:11]=[CH:10][CH:9]=1)[C:2]1[CH:7]=[CH:6][CH:5]=[CH:4][CH:3]=1.[C:32]1([N:38]([C:42]2[CH:47]=[CH:46][CH:45]=[CH:44][CH:43]=2)[C:39](Cl)=[O:40])[CH:37]=[CH:36][CH:35]=[CH:34][CH:33]=1.Cl>N1C=CC=CC=1>[C:32]1([N:38]([C:42]2[CH:47]=[CH:46][CH:45]=[CH:44][CH:43]=2)[C:39](=[O:40])[O:31][CH2:30][CH:28]2[CH2:27][CH2:26][CH2:25][C:24]3[C:19]([O:18][Si:1]([C:14]([CH3:15])([CH3:16])[CH3:17])([C:8]4[CH:13]=[CH:12][CH:11]=[CH:10][CH:9]=4)[C:2]4[CH:7]=[CH:6][CH:5]=[CH:4][CH:3]=4)=[CH:20][CH:21]=[CH:22][C:23]=3[CH2:29]2)[CH:33]=[CH:34][CH:35]=[CH:36][CH:37]=1. Reported procedure: A mixture of [1-(tert-butyldiphenylsilyloxy)-6,7,8,9-tetrahydro-5H-benzocyclohepten-6-yl]methanol (200 mg) and diphenylcarbamoyl chloride (324 mg) in pyridine (5 ml) was stirred at 100° C. for 48 hours. After cooling, the reaction mixture was poured into 6N-hydrochloric acid (13 ml) under ice-cooling and extracted with EtOAc. The organic layer was washed with water, saturated sodium hydrogencarbonate solution, water, and then brine. It was dried over magnesium sulfate and evaporated in vacuo. Th... Yields the product ClC1=C(C=O)C(=CC(=C1)OCOCCOC)Cl (2,6-dichloro-4-(2-methoxy-ethoxymethoxy)-benzaldehyde). The solvent is CN(C=O)C (dimethylformamide). RXN SMILES: [H-].[Na+].[Cl:3][C:4]1[CH:11]=[C:10]([OH:12])[CH:9]=[C:8]([Cl:13])[C:5]=1[CH:6]=[O:7].[CH3:14][O:15][CH2:16][CH2:17][O:18][CH2:19]Cl>CN(C)C=O>[Cl:3][C:4]1[CH:11]=[C:10]([O:12][CH2:14][O:15][CH2:16][CH2:17][O:18][CH3:19])[CH:9]=[C:8]([Cl:13])[C:5]=1[CH:6]=[O:7] |f:0.1|. Reported procedure: 82 mg (3.4 mmol) sodium hydride was added to an ice cooled solution of 500 mg (2.6 mmol) A1 and 342 mg (2.7 mmol) methoxyethoxymethylchloride in 5 ml dry dimethylformamide and the mixture was stirred at 60° C. for 8 hours. The solvent was distilled off and the residue was partitionated between aqueous ammonia and ethyl acetate. The organic layer was dried over sodium sulfate and evaporated to dryness yielding 370 mg (51%) A23, which was used without further purification. Reaction conditions: temperature 60 celsius, time 8 hour. Reactants: [H-].[Na+] (sodium hydride), ice, ClC1=C(C=O)C(=CC(=C1)O)Cl (2,6-dichloro-4-hydroxybenzaldehyde), COCCOCCl (methoxyethoxymethylchloride). The solvent is C(C)O (ethanol). As a reaction SMILES: C([O:8][N:9]1[C:21]2[C:20]3[CH:19]=[CH:18][CH:17]=[CH:16][C:15]=3[N:14]=[C:13]([NH2:22])[C:12]=2[N:11]=[C:10]1[CH2:23][CH2:24][CH3:25])C1C=CC=CC=1.[H][H]>[Pd].C(O)C>[NH2:22][C:13]1[C:12]2[N:11]=[C:10]([CH2:23][CH2:24][CH3:25])[N:9]([OH:8])[C:21]=2[C:20]2[CH:19]=[CH:18][CH:17]=[CH:16][C:15]=2[N:14]=1. Run at time 80 minute. The product is NC1=NC=2C=CC=CC2C2=C1N=C(N2O)CCC (4-amino-2-propyl-1H-imidazo[4,5-c]quinolin-1-ol). Reagents/catalysts: [Pd] (palladium on carbon). The reactants are C(C1=CC=CC=C1)ON1C(=NC=2C(=NC=3C=CC=CC3C21)N)CCC (1-(benzyloxy)-2-propyl-1H-imidazo[4,5-c]quinolin-4-amine), [H][H] (hydrogen). Reported procedure: A mixture of 1-(benzyloxy)-2-propyl-1H-imidazo[4,5-c]quinolin-4-amine (3.2 g, 9.6 mmol) and 10% palladium on carbon (0.15 g) in ethanol (125 mL) was placed under hydrogen pressure (30 psi, 2.1×105 Pa) and shaken on a Parr apparatus for 80 minutes. After 40 minutes the hydrogen pressure had decreased to 20 psi, (14×105 Pa). The reaction mixture was filtered through a layer of CELITE filter agent, and the filtrate was concentrated under reduced pressure. The residue (2.4 g) was recrystallized thre...